From a dataset of the Open Reaction Database (ORD), a public repository of structured organic reaction records. describe an organic reaction: reactants, conditions, products, and yield Starting materials: CI (methyl iodide), CN(C(=O)NC1=NOC(=C1)C(C)(C)C)C (1,1-dimethyl-3-(5-t-butyl-3-isoxazolyl)-urea), [H-].[Na+] (sodium hydride), resultant mixture. The solvent is CN(C=O)C (dimethylformamide), CN(C=O)C (dimethylformamide). Run at temperature 80 celsius. Product: CN(C(=O)N(C1=NOC(=C1)C(C)(C)C)C)C (1,1,3-trimethyl-3-(5-t-butyl-3-isoxazolyl)-urea). Isolated yield 93.3%. As a reaction SMILES: [CH3:1][N:2]([CH3:15])[C:3]([NH:5][C:6]1[CH:10]=[C:9]([C:11]([CH3:14])([CH3:13])[CH3:12])[O:8][N:7]=1)=[O:4].[H-].[Na+].[CH3:18]I>CN(C)C=O>[CH3:1][N:2]([CH3:15])[C:3]([N:5]([CH3:18])[C:6]1[CH:10]=[C:9]([C:11]([CH3:12])([CH3:14])[CH3:13])[O:8][N:7]=1)=[O:4] |f:1.2|. Procedure: To a solution of 1,1-dimethyl-3-(5-t-butyl-3-isoxazolyl)-urea (10.99 g) in dry dimethylformamide (10 ml), 50% sodium hydride (2.75 g) is added at room temperature with stirring, and the resultant mixture is heated at 60° C for 15 minutes. A solution of methyl iodide (8.86 g) in dry dimethylformamide (30 ml) is added at 10° C in 1 hour thereto, and the mixture is heated at 80° C for 5 minutes and evaporated to remove the solvent. The residue is combined with water and shaken with chloroform. The ... Reactants: CN1CC=C(C=C1)C (1,4-dimethyl-1,2-dihydropyridine), N#CN=[N+]=[N-] (cyanogen azide). Run in CCOCC (ether). Product: C(#N)N1C2C(=CCN(C12)C)C (7-cyano-2,5-dimethyl-2,7-diazabicyclo [4.1.0]hept-4-ene). Yield: 76.2%. As a reaction SMILES: [CH3:1][N:2]1[CH:7]=[CH:6][C:5]([CH3:8])=[CH:4][CH2:3]1.[N:9]#[C:10][N:11]=[N+]=[N-]>CCOCC>[C:10]([N:11]1[CH:3]2[CH:4]1[C:5]([CH3:8])=[CH:6][CH2:7][N:2]2[CH3:1])#[N:9]. Procedure details: A solution of 1,4-dimethyl-1,2-dihydropyridine (9.69 g, 65 mmol) in ether (10 ml) was added slowly with stirring at 0° C. to a solution of cyanogen azide (5.1 g, 75 mmol). The reaction mixture was allowed to return to 25° C. and the solvent was removed in vacuo to give a reddish-brown product which was partitioned between 200 ml methylene chloride-water (1:1 v/v). The methylene chloride extract was dried (MgSo4) and the solvent removed in vacuo to give 7-cyano-2,5-dimethyl-2,7-diazabicyclo [4.1.... The reactants are NC1=C(C(=O)OC)C(=CC(=C1)OC)OC (methyl 2-amino-4,6-dimethoxybenzoate), C(C)(=O)O.C(=N)N (formamidine acetate). Run in COCCO (2-methoxyethanol). The product is COC1=C2C(NC=NC2=CC(=C1)OC)=O (5,7-dimethoxy-3,4-dihydroquinazolin-4-one). Yield: 92.8%. Reaction SMILES: [NH2:1][C:2]1[CH:11]=[C:10]([O:12][CH3:13])[CH:9]=[C:8]([O:14][CH3:15])[C:3]=1[C:4](OC)=[O:5].C(O)(=O)C.[CH:20](N)=[NH:21]>COCCO>[CH3:15][O:14][C:8]1[CH:9]=[C:10]([O:12][CH3:13])[CH:11]=[C:2]2[C:3]=1[C:4](=[O:5])[NH:21][CH:20]=[N:1]2 |f:1.2|. Reported procedure: A mixture of methyl 2-amino-4,6-dimethoxybenzoate (16 g), formamidine acetate (24 g) and 2-methoxyethanol (330 ml) was stirred and heated to reflux until all of the starting material had reacted. The mixture was evaporated and the residue was triturated under water (100 ml). The resultant solid was isolated, washed with water and dried under vacuum to give 5,7-dimethoxy-3,4-dihydroquinazolin-4-one (14.5 g); NMR Spectrum: (DMSOd6) 3.82 (s, 3H), 3.86 (s, 3H), 6.5 (s, 1H), 6.7 (s, 1H), 7.9 (s, 1H),... Reaction SMILES: [Na+].[C:2]([C:5]1[CH:10]=[CH:9][C:8]([NH:11][C:12](=[O:23])[CH:13]([C:17]2[CH:22]=[CH:21][CH:20]=[CH:19][CH:18]=2)[C:14]([O-:16])=O)=[CH:7][CH:6]=1)(=[NH:4])[NH2:3].[B-](F)(F)(F)F.CCOC(C(C#N)=NOC(N(C)C)=[N+](C)C)=O.[N+:46]([C:49]1[CH:54]=[CH:53][C:52]([C@@H:55]([NH2:57])[CH3:56])=[CH:51][CH:50]=1)([O-:48])=[O:47]>CN(C=O)C>[C:2]([C:5]1[CH:6]=[CH:7][C:8]([NH:11][C:12](=[O:23])[CH:13]([C:17]2[CH:22]=[CH:21][CH:20]=[CH:19][CH:18]=2)[C:14]([NH:57][CH:55]([C:52]2[CH:51]=[CH:50][C:49]([N+:46]([O-:48])=[O:47])=[CH:54][CH:53]=2)[CH3:56])=[O:16])=[CH:9][CH:10]=1)(=[NH:4])[NH2:3] |f:0.1,2.3|. Reported procedure: 75 mg (0.235 mmol) of the sodium salt from example 2 were dissolved in 2.5 ml DMF. 85 mg (0.265 mmol) TOTU in 2.5 ml DMF were added and stirred for 30 min at rt. Then 34 μl (0.265 mmol) NEM and 53.7 mg (0.265 mmol) of (S)-1-(4-nitrophenyl)-ethylamine in 0.5 ml of DMF was added and the mixture stirred at rt overnight. After filtration, the filtrate was evaporated to dryness and purified by prep. RP-HPLC. Product: C(N)(=N)C1=CC=C(C=C1)NC(C(C(=O)NC(C)C1=CC=C(C=C1)[N+](=O)[O-])C1=CC=CC=C1)=O (N-(4-Carbamimidoyl-Phenyl)-N′-[1-(4-Nitro-Phenyl)-Ethyl]-2-Phenyl-Malonamide). Run in CN(C)C=O (DMF), CN(C)C=O (DMF), CN(C)C=O (DMF). Reaction conditions: time 30 minute. The reactants are [B-](F)(F)(F)F.CCOC(=O)C(=NOC(=[N+](C)C)N(C)C)C#N (TOTU), [N+](=O)([O-])C1=CC=C(C=C1)[C@H](C)N ((S)-1-(4-nitrophenyl)-ethylamine), [Na+].C(N)(=N)C1=CC=C(C=C1)NC(C(C(=O)[O-])C1=CC=CC=C1)=O (N-(4-Carbamimidoyl-Phenyl)-2-Phenyl-Malonamic Acid Sodium Salt).